Dataset: the Open Reaction Database (ORD), a public repository of structured organic reaction records. Task: describe an organic reaction: reactants, conditions, products, and yield The yield is 51.5%. Reaction conditions: time 30 minute. Solvent: CN(C=O)C (N,N-dimethylformamide), CN(C=O)C (N,N-dimethylformamide). Starting materials: NC(CO)C (2-amino-1-propanol), [H-].[Na+] (sodium hydride), ClC1=NC=CC=N1 (2-chloropyrimidine). Procedure: 2.0 g of 2-amino-1-propanol was added dropwise to a stirred mixture of 1.3 g of 60% sodium hydride and 30 mL of N,N-dimethylformamide at room temperature. After the reaction mixture was stirred for 30 minutes, a solution containing 3.7 g of 2-chloropyrimidine dissolved in N,N-dimethylformamide was added dropwise to the reaction mixture. The mixture was stirred for 2 hours at 100° C. After completion of the reaction, the reaction mixture was cooled. The solids were filtered off. The solvent in th... Yields the product CC(COC1=NC=CC=N1)N (1-methyl-2-(2-pyrimidyloxy)ethylamine). RXN SMILES: [NH2:1][CH:2]([CH3:5])[CH2:3][OH:4].[H-].[Na+].Cl[C:9]1[N:14]=[CH:13][CH:12]=[CH:11][N:10]=1>CN(C)C=O>[CH3:5][CH:2]([NH2:1])[CH2:3][O:4][C:9]1[N:14]=[CH:13][CH:12]=[CH:11][N:10]=1 |f:1.2|. Reactants: OCC=1C=C(C=CC1CO)CO ((3,4-bis-hydroxymethylphenyl)methanol), C(C1=CC=CC=C1)=O (benzaldehyde), O.[O-2].[O-2].[O-2].O=[Si]=O.O=[Si]=O.O=[Si]=O.O=[Si]=O.[Al+3].[Al+3] (Montmorillonite KSF). Solvent: C1(=CC=CC=C1)C (toluene). Yields the product C1(=CC=CC=C1)C1OCC2=C(CO1)C=C(C=C2)CO ((7-phenyl-(5H,9H)-6,8-dioxabenzocyclohepten-2-yl)methanol). As a reaction SMILES: [OH:1][CH2:2][C:3]1[CH:4]=[C:5]([CH2:11][OH:12])[CH:6]=[CH:7][C:8]=1[CH2:9][OH:10].[CH:13](=O)[C:14]1[CH:19]=[CH:18][CH:17]=[CH:16][CH:15]=1.O.[O-2].[O-2].[O-2].O=[Si]=O.O=[Si]=O.O=[Si]=O.O=[Si]=O.[Al+3].[Al+3]>C1(C)C=CC=CC=1>[C:14]1([CH:13]2[O:1][CH2:2][C:3]3[CH:4]=[C:5]([CH2:11][OH:12])[CH:6]=[CH:7][C:8]=3[CH2:9][O:10]2)[CH:19]=[CH:18][CH:17]=[CH:16][CH:15]=1 |f:2.3.4.5.6.7.8.9.10.11|. Reported procedure: 4 g of (3,4-bis-hydroxymethylphenyl)methanol (23.8 mmol), 40 ml of toluene, 3.06 g of benzaldehyde (28.5 mmol) and 0.24 g of Montmorillonite KSF (10 mg/mmol) are introduced into a flask equipped with a Dean-Stark. The medium is heated under reflux for 3 hours. After filtration, the toluene is evaporated under vacuum at 30° C. The residue is chromatographed on silica gel (heptane/ethyl acetate=7/3) to give 1.8 g of (7-phenyl)-(5H,9H)-6,8-dioxabenzocyclohepten-2-yl)methanol in the form of a white ... The reactants are C1(=CC=CC=C1)N=C=O (phenyl isocyanate), C1(=CC=CC=C1)O (phenol). Reagents/catalysts: [F-].[Cs+] (cesium fluoride). Reaction conditions: temperature 105 celsius, time 10 minute. The product is C1(=CC=CC=C1)NC(OC1=CC=CC=C1)=O (phenyl N-phenylcarbamate). Isolated yield 98.6%. As a reaction SMILES: [C:1]1([N:7]=[C:8]=[O:9])[CH:6]=[CH:5][CH:4]=[CH:3][CH:2]=1.[C:10]1([OH:16])[CH:15]=[CH:14][CH:13]=[CH:12][CH:11]=1>[F-].[Cs+]>[C:1]1([NH:7][C:8](=[O:9])[O:16][C:10]2[CH:15]=[CH:14][CH:13]=[CH:12][CH:11]=2)[CH:6]=[CH:5][CH:4]=[CH:3][CH:2]=1 |f:2.3|. Reported procedure: 1.28 g (8.4 mmol) of cesium fluoride was weighed into a flask and dried under a reduced pressure at 130° C. for 30 minutes. 50 g (0.42 mol) of phenyl isocyanate and 39.5 g (0.42 mol) of phenol were added thereto with stirring at 105° C. for 10 minutes, followed by the removal of an unreacted raw material at a reduced pressure. Thus, 88.3 g of phenyl N-phenylcarbamate having a melting point of 123° to 124° C. was obtained at a yield of 93.1%. The reactants are [H-].[Na+] (sodium hydride), IC (iodomethane), COC1=C(C(=CC=2C(CCC(C12)(C)C)(C)C)OC)/C=C/C1=CC=C(CO)C=C1 ((E)-4-[2-(5,6,7,8-Tetrahydro-1,3-dimethoxy-5,5,8,8-tetramethylnaphth-2-yl)-1-ethenyl]-benzyl alcohol), [H][H] (hydrogen). Run in CN(C=O)C (dimethylformamide), O (water), CO (methanol), CN(C=O)C (dimethylformamide). Reaction conditions: temperature 60 celsius. The product is COCC1=CC=C(C=C1)\C=C\C1=C(C=2C(CCC(C2C=C1OC)(C)C)(C)C)OC ((E)-4-[2-(5,6,7,8-Tetrahydro-1,3-dimethoxy-5,5,8,8-tetramethylnaphth-2-yl)-1-ethenyl] -benzyl methyl ether). Isolated yield 53.2%. RXN SMILES: [CH3:1][O:2][C:3]1[C:12]2[C:11]([CH3:14])([CH3:13])[CH2:10][CH2:9][C:8]([CH3:16])([CH3:15])[C:7]=2[CH:6]=[C:5]([O:17][CH3:18])[C:4]=1/[CH:19]=[CH:20]/[C:21]1[CH:28]=[CH:27][C:24]([CH2:25][OH:26])=[CH:23][CH:22]=1.[H-].[Na+].[H][H].I[CH3:34]>CN(C)C=O.CO.O>[CH3:34][O:26][CH2:25][C:24]1[CH:23]=[CH:22][C:21](/[CH:20]=[CH:19]/[C:4]2[C:5]([O:17][CH3:18])=[CH:6][C:7]3[C:8]([CH3:16])([CH3:15])[CH2:9][CH2:10][C:11]([CH3:13])([CH3:14])[C:12]=3[C:3]=2[O:2][CH3:1])=[CH:28][CH:27]=1 |f:1.2|. Procedure details: 3.8 g (10 millimoles) of the benzyl alcohol derivative from Example 27, dissolved in 10 ml of dry dimethylformamide, were added dropwise to a suspension of 0.3 g (11 millimoles) of sodium hydride in 15 ml of dry dimethylformamide. The mixture was stirred until evolution of hydrogen had ended (after about 1 hour), and 1.56 g (11 millimoles) of iodomethane were then added dropwise while cooling with ice. The mixture was then heated at 60° C. for 5 hours. On the next day, water was added dropwise, ... Reactants: FC(C1(CC1)C(=O)O)(F)F (1-(trifluoromethyl)cyclopropane-1-carboxylic acid). Run in C1CCOC1 (THF). Conditions: temperature 40 celsius. Product: FC(C1(CC1)CO)(F)F ((1-(trifluoromethyl)cyclopropyl)methanol). Yield: 90.2%. Reaction SMILES: [F:1][C:2]([F:10])([F:9])[C:3]1([C:6](O)=[O:7])[CH2:5][CH2:4]1>C1COCC1>[F:1][C:2]([F:10])([F:9])[C:3]1([CH2:6][OH:7])[CH2:5][CH2:4]1. Procedure details: A solution of 1-(trifluoromethyl)cyclopropane-1-carboxylic acid (3 g, 19.47 mmol) in THF (32.4 mL) was treated with borane-THF complex (1.0 M, 31.2 mL, 31.2 mmol) and heated at 40° C. overnight. The mixture was cooled in an ice bath, carefully quenched with satd. NH4Cl, filtered through diatomaceous earth and rinsed well with EtOAc. The filtrate was extracted with EtOAc (2×) and the combined organics were washed with satd. NaHCO3, then brine, dried over Na2SO4 and concentrated to afford (1-(trif...